Dataset: the Open Reaction Database (ORD), a public repository of structured organic reaction records. Task: describe an organic reaction: reactants, conditions, products, and yield The reactants are C1CCOC1, COC(CCn1cc(-c2cccc(F)n2)c(=O)[nH]c1=O)OC. The product is O=CCCn1cc(-c2cccc(F)n2)c(=O)[nH]c1=O. RXN SMILES: [CH2:23]1[O:24][CH2:25][CH2:26][CH2:27]1.[CH3:1][O:2][CH:3]([CH2:4][CH2:5][n:6]1[c:7](=[O:20])[nH:8][c:9](=[O:19])[c:10](-[c:12]2[n:13][c:14]([F:18])[cH:15][cH:16][cH:17]2)[cH:11]1)[O:21][CH3:22]>>[O:2]=[CH:3][CH2:4][CH2:5][n:6]1[c:7](=[O:20])[nH:8][c:9](=[O:19])[c:10](-[c:12]2[n:13][c:14]([F:18])[cH:15][cH:16][cH:17]2)[cH:11]1. Reactants: FC1=CC(=C(C=C1)NC1=NC(=NC=C1C(F)(F)F)NC1=C(C=C(CP(OCC)(OCC)=O)C=C1)OC)C(NC)=O (Diethyl (4-{[4-{[4-fluoro-2-(methylcarbamoyl)-phenyl]amino}-5-(trifluoromethyl)pyrimidin-2-yl]amino}-3-methoxybenzyl)phosphonate), NC1=C(C(=O)NC)C=C(C=C1)C#N (2-amino-5-cyano-N-methylbenzamide), ( 100 ), ClC1=NC(=NC=C1C(F)(F)F)NC1=C(C=C(CP([O-])([O-])=O)C=C1)OC ((4-{[4-chloro-5-(trifluoromethyl)pyrimidin-2-yl]amino}-3-methoxybenzyl)phosphonate), NC1=C(C(=O)NC)C=C(C=C1)C#N (2-amino-5-cyano-N-methylbenzamide). Yields the product C(#N)C1=CC(=C(C=C1)NC1=NC(=NC=C1C(F)(F)F)NC1=C(C=C(CP(OCC)(OCC)=O)C=C1)OC)C(NC)=O (Diethyl (4-{[4-{[4-cyano-2-(methylcarbamoyl)phenyl]amino}-5-(trifluoromethyl)pyrimidin-2-yl]amino}-3-methoxybenzyl)phosphonate). As a reaction SMILES: F[C:2]1[CH:7]=[CH:6][C:5]([NH:8][C:9]2[C:14]([C:15]([F:18])([F:17])[F:16])=[CH:13][N:12]=[C:11]([NH:19][C:20]3[CH:34]=[CH:33][C:23]([CH2:24][P:25](=[O:32])([O:29][CH2:30][CH3:31])[O:26][CH2:27][CH3:28])=[CH:22][C:21]=3[O:35][CH3:36])[N:10]=2)=[C:4]([C:37](=[O:40])[NH:38][CH3:39])[CH:3]=1.Cl[C:42]1C(C(F)(F)F)=CN=C(NC2C=CC(CP(=O)([O-])[O-])=CC=2OC)[N:43]=1.NC1C=CC(C#N)=CC=1C(NC)=O>>[C:42]([C:2]1[CH:7]=[CH:6][C:5]([NH:8][C:9]2[C:14]([C:15]([F:17])([F:18])[F:16])=[CH:13][N:12]=[C:11]([NH:19][C:20]3[CH:34]=[CH:33][C:23]([CH2:24][P:25](=[O:32])([O:26][CH2:27][CH3:28])[O:29][CH2:30][CH3:31])=[CH:22][C:21]=3[O:35][CH3:36])[N:10]=2)=[C:4]([C:37](=[O:40])[NH:38][CH3:39])[CH:3]=1)#[N:43]. Procedure details: The title compound was prepared using the procedure from Example 102 (Diethyl (4-{[4-{[4-fluoro-2-(methylcarbamoyl)-phenyl]amino}-5-(trifluoromethyl)pyrimidin-2-yl]amino}-3-methoxybenzyl)phosphonate) using (4-{[4-chloro-5-(trifluoromethyl)pyrimidin-2-yl]amino}-3-methoxybenzyl)phosphonate and 2-amino-5-cyano-N-methylbenzamide (Compound 150A). MS (ES+): m/z 593.19 (100) [MH+]; HPLC: tR=1.08 min (UPLC, purity). The reactants are [Br-], CCC1(c2cccc(Oc3cc(C(=O)c4cncn4C)ccc3C#N)c2)CCCCN(C)C1=O, C1CCOC1, C[Mg+]. Yields the product CCC1(c2cccc(Oc3cc(C(C)(O)c4cncn4C)ccc3C#N)c2)CCCCN(C)C1=O. Reaction SMILES: [Br-:35].[CH2:1]([CH3:2])[C:3]1([c:12]2[cH:13][c:14]([O:15][c:16]3[c:17]([C:18]#[N:19])[cH:20][cH:21][c:22]([C:24](=[O:25])[c:26]4[n:27]([CH3:31])[cH:28][n:29][cH:30]4)[cH:23]3)[cH:32][cH:33][cH:34]2)[C:4](=[O:11])[N:5]([CH3:10])[CH2:6][CH2:7][CH2:8][CH2:9]1.[CH2:38]1[O:39][CH2:40][CH2:41][CH2:42]1.[CH3:36][Mg+:37]>>[CH2:1]([CH3:2])[C:3]1([c:12]2[cH:13][c:14]([O:15][c:16]3[c:17]([C:18]#[N:19])[cH:20][cH:21][c:22]([C:24]([OH:25])([c:26]4[n:27]([CH3:31])[cH:28][n:29][cH:30]4)[CH3:36])[cH:23]3)[cH:32][cH:33][cH:34]2)[C:4](=[O:11])[N:5]([CH3:10])[CH2:6][CH2:7][CH2:8][CH2:9]1. Reported procedure: Ethyl 3-(4-chloro-2-methoxyphenyl)isothiazole-5-carboxylate (500 mg, 1.68 mmol) prepared in the Step 44-1-2-A was suspended in ethanol (10 ml), and 1 mol/L sodium hydroxide (10 ml) was added thereto. The mixture was heated under reflux for one hour. After being allowed to cool, the mixture was neutralized with hydrochloric acid, and then separated by filtration and washed with water. The washed product was subjected to through circulation drying to give the title compound (194 mg, 43%). Reactants: ClC1=CC(=C(C=C1)C1=NSC(=C1)C(=O)OCC)OC (Ethyl 3-(4-chloro-2-methoxyphenyl)isothiazole-5-carboxylate), [OH-].[Na+] (sodium hydroxide), Cl (hydrochloric acid). As a reaction SMILES: [Cl:1][C:2]1[CH:7]=[CH:6][C:5]([C:8]2[CH:12]=[C:11]([C:13]([O:15]CC)=[O:14])[S:10][N:9]=2)=[C:4]([O:18][CH3:19])[CH:3]=1.[OH-].[Na+].Cl>C(O)C>[Cl:1][C:2]1[CH:7]=[CH:6][C:5]([C:8]2[CH:12]=[C:11]([C:13]([OH:15])=[O:14])[S:10][N:9]=2)=[C:4]([O:18][CH3:19])[CH:3]=1 |f:1.2|. The solvent is C(C)O (ethanol). Yields the product ClC1=CC(=C(C=C1)C1=NSC(=C1)C(=O)O)OC (3-(4-Chloro-2-methoxyphenyl)isothiazole-5-carboxylic acid). Isolated yield 42.8%. The reactants are CC(C)(C)C1=NC(=NC(=C1OCOCCOC)C(C)(C)C)C=O (4,6-bis-(1,1-dimethylethyl)-5-[(2-methoxyethoxy)methoxy]-2-pyrimidine carboxaldehyde), S1C(=S)NC(=O)C1 (rhodanine), NCCC(=O)O (β-alanine). Solvent: C(C)(=O)O (acetic acid), O (water). The product is CC(C)(C)C1=NC(=NC(=C1O)C(C)(C)C)C=C1C(NC(S1)=S)=O (5-[[4,6-Bis-(1,1-dimethylethyl)-5-hydroxy-2-pyrimidinyl]methylene]-2-thioxo-4-thiazolidinone). Reaction SMILES: [CH3:1][C:2]([C:5]1[C:10]([O:11]COCCOC)=[C:9]([C:18]([CH3:21])([CH3:20])[CH3:19])[N:8]=[C:7]([CH:22]=O)[N:6]=1)([CH3:4])[CH3:3].[S:24]1[CH2:30][C:28](=[O:29])[NH:27][C:25]1=[S:26].NCCC(O)=O>C(O)(=O)C.O>[CH3:3][C:2]([C:5]1[C:10]([OH:11])=[C:9]([C:18]([CH3:19])([CH3:21])[CH3:20])[N:8]=[C:7]([CH:22]=[C:30]2[S:24][C:25](=[S:26])[NH:27][C:28]2=[O:29])[N:6]=1)([CH3:4])[CH3:1]. Procedure: A mixture of 4,6-bis-(1,1-dimethylethyl)-5-[(2-methoxyethoxy)methoxy]-2-pyrimidine carboxaldehyde (0.5 g, 1.5 mmoles), rhodanine (0.25 g, 1.8 mmoles), and β-alanine (0.27 g, 3.1 mmoles) in acetic acid is heated at reflux for 1.5 hours. This solution is cooled to room temperature and diluted with 100 mL of water. The precipitate is collected by filtration and recrystallized from isopropyl ether/hexane. Yield of 5-[[4,6-bis (1,1-dimethylethyl)-5-hydroxy-2-pyrimidinyl]methylene]-2-thioxo-4-thiazoli... As a reaction SMILES: [Al+3:23].[CH2:28]1[O:29][CH2:30][CH2:31][CH2:32]1.[H-:22].[H-:25].[H-:26].[H-:27].[Li+:24].[O:1]([c:2]1[cH:3][cH:4][cH:5][cH:6][cH:7]1)[c:8]1[cH:9][cH:10][c:11]([CH2:12][NH:13][C:14](=[O:15])[CH:16]2[CH2:17][CH2:18][CH2:19]2)[cH:20][cH:21]1>>[O:1]([c:2]1[cH:3][cH:4][cH:5][cH:6][cH:7]1)[c:8]1[cH:9][cH:10][c:11]([CH2:12][NH:13][CH2:14][CH:16]2[CH2:17][CH2:18][CH2:19]2)[cH:20][cH:21]1. Yields the product c1ccc(Oc2ccc(CNCC3CCC3)cc2)cc1. The reactants are [Al+3], C1CCOC1, [H-], [H-], [H-], [H-], [Li+], O=C(NCc1ccc(Oc2ccccc2)cc1)C1CCC1. Reactants: Cc1ccc(-c2ccc(C(=O)OC(C)(C)C)c(NC(=O)c3ccccc3)c2)cc1Cl, O=C(O)C(F)(F)F. The product is Cc1ccc(-c2ccc(C(=O)O)c(NC(=O)c3ccccc3)c2)cc1Cl. As a reaction SMILES: [C:8]([c:9]1[cH:10][cH:11][cH:12][cH:13][cH:14]1)(=[O:15])[NH:16][c:17]1[c:18]([C:19](=[O:20])[O:21][C:22]([CH3:23])([CH3:24])[CH3:25])[cH:26][cH:27][c:28](-[c:30]2[cH:31][c:32]([Cl:37])[c:33]([CH3:36])[cH:34][cH:35]2)[cH:29]1.[OH:1][C:2]([C:3]([F:4])([F:5])[F:6])=[O:7]>>[C:8]([c:9]1[cH:10][cH:11][cH:12][cH:13][cH:14]1)(=[O:15])[NH:16][c:17]1[c:18]([C:19](=[O:20])[OH:21])[cH:26][cH:27][c:28](-[c:30]2[cH:31][c:32]([Cl:37])[c:33]([CH3:36])[cH:34][cH:35]2)[cH:29]1. Starting materials: COCO[C@@H]1CN(CC1)C[C@@H](O)C1=CC=CC=C1 (2-(3-(S)-methoxymethoxypyrrolidin-1-yl)-1-(S)-phenylethanol), COCO[C@@H]1CN(CC1)[C@@H](CO)C1=CC=CC=C1 (2-(3-(S)-methoxymethoxypyrrolidin-1-yl)-2-(R)-phenylethanol), COC=1C=C(C(=O)OC)C=CC1NC (methyl 3-methoxy-4-methylaminobenzoate), Example 1 ( i ). Yields the product COC=1C=C(C(=O)OC)C=CC1N(C)[C@H](CN1C[C@H](CC1)OCOC)C1=CC=CC=C1 (Methyl 3-methoxy-4-{N-[2-(3-(S)-methoxymethoxypyrrolidin-1-yl)-1-(S)-phenylethyl]-N-methylamino}benzoate). The yield is 60.0%. Reaction SMILES: [CH3:1][O:2][CH2:3][O:4][C@H:5]1[CH2:9][CH2:8][N:7]([CH2:10][C@H:11]([C:13]2[CH:18]=[CH:17][CH:16]=[CH:15][CH:14]=2)O)[CH2:6]1.COCO[C@H]1CCN([C@H](C2C=CC=CC=2)CO)C1.[CH3:37][O:38][C:39]1[CH:40]=[C:41]([CH:46]=[CH:47][C:48]=1[NH:49][CH3:50])[C:42]([O:44][CH3:45])=[O:43]>>[CH3:37][O:38][C:39]1[CH:40]=[C:41]([CH:46]=[CH:47][C:48]=1[N:49]([C@@H:11]([C:13]1[CH:18]=[CH:17][CH:16]=[CH:15][CH:14]=1)[CH2:10][N:7]1[CH2:8][CH2:9][C@H:5]([O:4][CH2:3][O:2][CH3:1])[CH2:6]1)[CH3:50])[C:42]([O:44][CH3:45])=[O:43]. Reported procedure: This was prepared from 2-(3-(S)-methoxymethoxypyrrolidin-1-yl)-1-(S)-phenylethanol and 2-(3-(S)-methoxymethoxypyrrolidin-1-yl)-2-(R)-phenylethanol and methyl 3-methoxy-4-methylaminobenzoate in 60% yield according to a procedure similar to that described in Example 1 (i). Starting materials: BrC1=CC=C(S1)CC1=CN(C2=CC=CC(=C12)C)[C@H]1[C@H](OC(C)=O)[C@@H](OC(C)=O)[C@H](OC(C)=O)[C@H](O1)COC(C)=O (3-(5-Bromothiophen-2-yl-methyl)-4-methyl-1-(2,3,4,6-tetra-O-acetyl-β-D-glucopyranosyl)indole), C1(=CC=CC=C1)B(O)O (benzeneboronic acid). Yields the product CC1=C2C(=CN(C2=CC=C1)[C@H]1[C@H](O)[C@@H](O)[C@H](O)[C@H](O1)CO)CC=1SC(=CC1)C1=CC=CC=C1 (4-Methyl-3-(5-phenylthiophen-2-yl-methyl)-1-(β-D-gluco-pyranosyl)indole). As a reaction SMILES: Br[C:2]1[S:6][C:5]([CH2:7][C:8]2[C:16]3[C:11](=[CH:12][CH:13]=[CH:14][C:15]=3[CH3:17])[N:10]([C@@H:18]3[O:35][C@H:34]([CH2:36][O:37]C(=O)C)[C@@H:29]([O:30]C(=O)C)[C@H:24]([O:25]C(=O)C)[C@H:19]3[O:20]C(=O)C)[CH:9]=2)=[CH:4][CH:3]=1.[C:41]1(B(O)O)[CH:46]=[CH:45][CH:44]=[CH:43][CH:42]=1>>[CH3:17][C:15]1[CH:14]=[CH:13][CH:12]=[C:11]2[C:16]=1[C:8]([CH2:7][C:5]1[S:6][C:2]([C:41]3[CH:46]=[CH:45][CH:44]=[CH:43][CH:42]=3)=[CH:3][CH:4]=1)=[CH:9][N:10]2[C@@H:18]1[O:35][C@H:34]([CH2:36][OH:37])[C@@H:29]([OH:30])[C@H:24]([OH:25])[C@H:19]1[OH:20]. Reported procedure: 3-(5-Bromothiophen-2-yl-methyl)-4-methyl-1-(2,3,4,6-tetra-O-acetyl-β-D-glucopyranosyl)indole obtained in Example 45-(3) and benzeneboronic acid were treated in a manner similar to Example 45-(4) and 2-(7) to give the titled compound as a pale yellow powder. APCI-Mass m/Z 466 (M+H). 1H-NMR (DMSO-d6) δ 2.50 (s, 3H), 3.25 (m, 1H), 3.35-3.49 (m, 2H), 3.66-3.73 (m, 2H), 4.38 (s, 2H), 4.54 (t, J=5.5 Hz, 1H), 5.09 (d, J=5.3 Hz, 1H), 5.15 (d, J=5.0 Hz, 1H), 5.17 (d, J=5.9 Hz, 1H), 5.37 (d, J=9.2 Hz, 1H)... Reaction SMILES: Cl[C:2]1[CH:7]=[CH:6][C:5]([N+:8]([O-:10])=[O:9])=[CH:4][CH:3]=1.[OH:11][CH2:12][CH2:13][N:14]1[CH2:19][CH2:18][O:17][CH2:16][CH2:15]1.[H-].[Na+].O>CN(C=O)C>[N+:8]([C:5]1[CH:6]=[CH:7][C:2]([O:11][CH2:12][CH2:13][N:14]2[CH2:19][CH2:18][O:17][CH2:16][CH2:15]2)=[CH:3][CH:4]=1)([O-:10])=[O:9] |f:2.3|. Reactants: O (water), ClC1=CC=C(C=C1)[N+](=O)[O-] (1-chloro-4-nitrobenzene), OCCN1CCOCC1 (N-hydroxyethyl-morpholine), [H-].[Na+] (NaH). Procedure: To the solution of 8.0 g (51 mMol) of 1-chloro-4-nitrobenzene and 6.7 g (6.3 mL; 51 mMol) of N-hydroxyethyl-morpholine in 50 mL of DMF at 0° C. is added 2.7 g of NaH portionwise over 2.5 h. After stirring another hour at rt, the reaction mixture is poured onto 200 mL of water and stirred. The precipitated crystals are filtered and dried at 60° C. under vacuum to obtain 4-[2-(4-nitro-phenoxy)-ethyl]-morpholine. Title compound: ES-MS: 253 [M+H]+; single peak at tR=4.8 min (System 2). The solvent is CN(C)C=O (DMF). Product: [N+](=O)([O-])C1=CC=C(OCCN2CCOCC2)C=C1 (4-[2-(4-nitro-phenoxy)-ethyl]-morpholine).